Dataset: the Open Reaction Database (ORD), a public repository of structured organic reaction records. Task: describe an organic reaction: reactants, conditions, products, and yield Reactants: ClC1=NC=C(C(=N1)N[C@@H](CO)C)C=1SC=CC1 ((R)-2-(2-chloro-5-(2-thienyl)pyrimidine-4-ylamino)propan-1-ol), NC1=CC=C(C=C1)S(=O)(=NC(NC1CCCC1)=O)C ((RS)—S-(4-aminophenyl)-N-(cyclopentylcarbamoyl)-S-methylsulphoximide). Yields the product C1(CCCC1)NC(=O)N=S(=O)(C)C1=CC=C(C=C1)NC1=NC=C(C(=N1)N[C@@H](CO)C)C=1SC=CC1 ((RS)—N-(cyclopentylcarbamoyl)-S-(4-{[4-{[(R)-2-hydroxy-1-methylethyl]amino}-5-(2-thienyl)pyrimidine-2-yl]amino}phenyl)-S-methylsulfoximide). The yield is 18.0%. RXN SMILES: Cl[C:2]1[N:7]=[C:6]([NH:8][C@H:9]([CH3:12])[CH2:10][OH:11])[C:5]([C:13]2[S:14][CH:15]=[CH:16][CH:17]=2)=[CH:4][N:3]=1.[NH2:18][C:19]1[CH:24]=[CH:23][C:22]([S:25]([CH3:36])(=[N:27][C:28](=[O:35])[NH:29][CH:30]2[CH2:34][CH2:33][CH2:32][CH2:31]2)=[O:26])=[CH:21][CH:20]=1>>[CH:30]1([NH:29][C:28]([N:27]=[S:25]([C:22]2[CH:21]=[CH:20][C:19]([NH:18][C:2]3[N:7]=[C:6]([NH:8][C@H:9]([CH3:12])[CH2:10][OH:11])[C:5]([C:13]4[S:14][CH:15]=[CH:16][CH:17]=4)=[CH:4][N:3]=3)=[CH:24][CH:23]=2)([CH3:36])=[O:26])=[O:35])[CH2:31][CH2:32][CH2:33][CH2:34]1. Reported procedure: In the reaction of (R)-2-(2-chloro-5-(2-thienyl)pyrimidine-4-ylamino)propan-1-ol (103.4 mg, 0.38 mmol) with (RS)—S-(4-aminophenyl)-N-(cyclopentylcarbamoyl)-S-methylsulphoximide (98 mg, 0.35 mmol) according to procedure 5c, the desired product is obtained in 18% yield (33 mg) after chromatographic purification (silica gel, dichloromethane/ethanol (0%-20% ethanol)).